From a dataset of the Open Reaction Database (ORD), a public repository of structured organic reaction records. describe an organic reaction: reactants, conditions, products, and yield Isolated yield 82.3%. The solvent is C1CCOC1 (THF), C1CCOC1 (THF), O (water), O (Water). The reactants are S(=O)(=O)([O-])[O-].[Mg+2] (Magnesium sulfate), N(=[N+]=[N-])C1=CC(=C(C=C1)C(=O)C1=NC=CC=C1)C(F)(F)F ([4-azido-2-(trifluoromethyl)phenyl](2-pyridyl)methanone), [H-].[Li+].[Al+3].[H-].[H-].[H-] (aluminum lithium hydride), aqueous solution, [OH-].[Na+] (sodium hydroxide). As a reaction SMILES: [N:1]([C:4]1[CH:9]=[CH:8][C:7]([C:10]([C:12]2[CH:17]=[CH:16][CH:15]=[CH:14][N:13]=2)=[O:11])=[C:6]([C:18]([F:21])([F:20])[F:19])[CH:5]=1)=[N+]=[N-].[H-].[Li+].[Al+3].[H-].[H-].[H-].[OH-].[Na+].S([O-])([O-])(=O)=O.[Mg+2]>C1COCC1.O>[NH2:1][C:4]1[CH:9]=[CH:8][C:7]([CH:10]([C:12]2[CH:17]=[CH:16][CH:15]=[CH:14][N:13]=2)[OH:11])=[C:6]([C:18]([F:21])([F:19])[F:20])[CH:5]=1 |f:1.2.3.4.5.6,7.8,9.10|. Run at time 1 hour. The product is NC1=CC(=C(C=C1)C(O)C1=NC=CC=C1)C(F)(F)F ([4-amino-2-(trifluoromethyl)phenyl](2-pyridyl)methanol). Reported procedure: To a suspension of [4-azido-2-(trifluoromethyl)phenyl](2-pyridyl)methanone (2.0 g) in THF (20 ml) was added dropwise a solution of aluminum lithium hydride (520 mg) in. THF (20 ml) at 0° C. under nitrogen atmosphere. After finishing the dropping, the mixture was allowed to be at room temperature, and the mixture was stirred for 1 hour. Water (0.52 ml), 15% aqueous solution of sodium hydroxide (0.52 ml) and water (1.6 ml) were sequentially added to the mixture at 0° C., and the mixture was allowe...